Dataset: the Open Reaction Database (ORD), a public repository of structured organic reaction records. Task: describe an organic reaction: reactants, conditions, products, and yield Reactants: CC1=NN(C(=C1)C)C(NS(=O)(=O)C1=CC=C(C=C1)C)=N (N-[(3,5-dimethylpyrazol-1-yl)-iminomethyl]-4-methylbenzene-sulfonamide), CS(=O)(=O)O (methanesulfonic acid), N(N)C1=NC=CC=C1 (2-hydrazinopyridine). The product is NC(=NS(=O)(=O)C1=CC=C(C=C1)C)NNC1=NC=CC=C1 (N-[amino-(N′-pyridin-2-yl-hydrazino)-methylene]-4-methylbenzenesulfonamide). RXN SMILES: C[C:2]1[CH:6]=[C:5]([CH3:7])[N:4]([C:8](=[NH:20])[NH:9][S:10]([C:13]2[CH:18]=[CH:17][C:16]([CH3:19])=[CH:15][CH:14]=2)(=[O:12])=[O:11])[N:3]=1.CS(O)(=O)=O.[NH:26]([C:28]1C=CC=CN=1)N>>[NH2:20][C:8]([NH:4][NH:3][C:2]1[CH:6]=[CH:5][CH:7]=[CH:28][N:26]=1)=[N:9][S:10]([C:13]1[CH:14]=[CH:15][C:16]([CH3:19])=[CH:17][CH:18]=1)(=[O:11])=[O:12]. Reported procedure: The compound of Example 9 was prepared according to the accompanying synthesis procedure from 0.5 ml of N-[(3,5-dimethylpyrazol-1-yl)-iminomethyl]-4-methylbenzene-sulfonamide solution (0.2 M, acetonitrile) with 19 mg of methanesulfonic acid and 0.5 ml of 2-hydrazinopyridine solution (1.0 M, acetonitrile) and filed in a substance databank. Calculated mol. wt. 305.36; found mol. wt. (M+H) 306.1; 621.6 (Dimer) The reactants are C#CCBr, CCO, Cc1ccccc1, [Na], CCOC(=O)C(NC(=O)OCc1ccccc1)C(=O)OCC. The product is CC#CC(NC(=O)OCc1ccccc1)(C(=O)OCC)C(=O)OCC. As a reaction SMILES: [CH2:24]([C:25]#[CH:26])[Br:27].[CH3:28][CH2:29][OH:30].[CH3:31][c:32]1[cH:33][cH:34][cH:35][cH:36][cH:37]1.[Na:1].[c:2]1([CH2:8][O:9][C:10](=[O:11])[NH:12][CH:13]([C:14](=[O:15])[O:16][CH2:17][CH3:18])[C:19](=[O:20])[O:21][CH2:22][CH3:23])[cH:3][cH:4][cH:5][cH:6][cH:7]1>>[c:2]1([CH2:8][O:9][C:10](=[O:11])[NH:12][C:13]([C:14](=[O:15])[O:16][CH2:17][CH3:18])([C:19](=[O:20])[O:21][CH2:22][CH3:23])[C:24]#[C:25][CH3:26])[cH:3][cH:4][cH:5][cH:6][cH:7]1.